The task is: describe an organic reaction: reactants, conditions, products, and yield. This data is from the Open Reaction Database (ORD), a public repository of structured organic reaction records. Reactants: O=C1C=CC(C2=CC3=CC=CC=C3C=C21)=O, O=C(O)C1CCCCC1. Reagents/catalysts: O=S(=O)(O)OOS(=O)(=O)O.N. The solvent is O, O=S(C)C. Conditions: temperature 40 celsius, time 16 hour. The product is O=C1C=C(C2CCCCC2)C(C3=CC4=CC=CC=C4C=C31)=O. The yield is 78.0%. Reactants: O=C(CBr)c1ccccc1, O=C([O-])[O-], CCOC(C)=O, [K+], [K+], CN(C)C=O, O=C1NC(c2ccccc2)(c2ccccc2)C(=O)N1C(=O)c1cccc2ccccc12. Product: O=C(CN1C(=O)N(C(=O)c2cccc3ccccc23)C(=O)C1(c1ccccc1)c1ccccc1)c1ccccc1. As a reaction SMILES: [Br:32][CH2:33][C:34](=[O:35])[c:36]1[cH:37][cH:38][cH:39][cH:40][cH:41]1.[C:42](=[O:43])([O-:44])[O-:45].[CH3:48][CH2:49][O:50][C:51](=[O:52])[CH3:53].[K+:46].[K+:47].[O:54]=[CH:55][N:56]([CH3:57])[CH3:58].[c:1]1([C:11](=[O:12])[N:13]2[C:14](=[O:31])[NH:15][C:16]([c:19]3[cH:20][cH:21][cH:22][cH:23][cH:24]3)([c:25]3[cH:26][cH:27][cH:28][cH:29][cH:30]3)[C:17]2=[O:18])[cH:2][cH:3][cH:4][c:5]2[cH:6][cH:7][cH:8][cH:9][c:10]12>>[c:1]1([C:11](=[O:12])[N:13]2[C:14](=[O:31])[N:15]([CH2:33][C:34](=[O:35])[c:36]3[cH:37][cH:38][cH:39][cH:40][cH:41]3)[C:16]([c:19]3[cH:20][cH:21][cH:22][cH:23][cH:24]3)([c:25]3[cH:26][cH:27][cH:28][cH:29][cH:30]3)[C:17]2=[O:18])[cH:2][cH:3][cH:4][c:5]2[cH:6][cH:7][cH:8][cH:9][c:10]12. The reactants are C(C)(C)N(CC)C(C)C (diisopropylethylamine), FC(C(=O)OC1=C(C(=C(C(=C1F)F)F)F)F)(F)F (pentafluorophenyl trifluoroacetate), COC1=CC=C(C=C1)C(OCCCCCC(=O)N1C=CC2=C3CC(NC3=CC=C21)C(=O)N2C=CC1=C3CC(NC3=CC=C12)C(=O)N1C=CC2=C3CC(NC3=CC=C21)C(=O)OCCC2=CC=C(C=C2)[N+](=O)[O-])(C2=CC=CC=C2)C2=CC=C(C=C2)OC (2-(4-Nitrophenyl)ethyl 3-({3-[(3-{6-[bis(4-methoxyphenyl)phenylmethoxy]hexanoyl}pyrrolo[4,5-e]indolin-7-yl)carbonyl]pyrrolo[4,5-e]indolin-7-yl}carbonyl)pyrrolo[4,5-e]indoline-7-carboxylate), C1CCC2=NCCCN2CC1 (DBU). The solvent is CN(C)C=O (DMF), CN(C)C=O (DMF). Yields the product COC1=CC=C(C=C1)C(OCCCCCC(=O)N1C=CC2=C3CC(NC3=CC=C21)C(=O)N2C=CC1=C3CC(NC3=CC=C12)C(=O)N1C=CC2=C3CC(NC3=CC=C21)C(=O)OC2=C(C(=C(C(=C2F)F)F)F)F)(C2=CC=CC=C2)C2=CC=C(C=C2)OC (Pentafluorophenyl 3-({3-[(3-{6-[bis(4-methoxyphenyl)phenylmethoxy]hexanoyl}pyrrolo[4,5-e]indolin-7-yl)carbonyl]pyrrolo[4,5-e]indolin-7-yl}carbonyl)pyrrolo[4,5-e]indoline-7-carboxylate). As a reaction SMILES: [CH3:1][O:2][C:3]1[CH:8]=[CH:7][C:6]([C:9]([C:78]2[CH:83]=[CH:82][C:81]([O:84][CH3:85])=[CH:80][CH:79]=2)([C:72]2[CH:77]=[CH:76][CH:75]=[CH:74][CH:73]=2)[O:10][CH2:11][CH2:12][CH2:13][CH2:14][CH2:15][C:16]([N:18]2[C:29]3[C:21](=[C:22]4[C:26](=[CH:27][CH:28]=3)[NH:25][CH:24]([C:30]([N:32]3[C:43]5[C:35](=[C:36]6[C:40](=[CH:41][CH:42]=5)[NH:39][CH:38]([C:44](N5C7C(=C8C(=CC=7)NC(C(OCCC7C=CC([N+]([O-])=O)=CC=7)=O)C8)C=C5)=[O:45])[CH2:37]6)[CH:34]=[CH:33]3)=[O:31])[CH2:23]4)[CH:20]=[CH:19]2)=[O:17])=[CH:5][CH:4]=1.[CH2:86]1[CH2:96][CH2:95][N:94]2[C:89](=[N:90][CH2:91][CH2:92][CH2:93]2)[CH2:88][CH2:87]1.[CH:97](N(C(C)C)CC)(C)C.FC(F)(F)[C:108]([O:110][C:111]1[C:116]([F:117])=[C:115]([F:118])[C:114]([F:119])=[C:113]([F:120])[C:112]=1[F:121])=[O:109]>CN(C=O)C>[CH3:1][O:2][C:3]1[CH:4]=[CH:5][C:6]([C:9]([C:78]2[CH:79]=[CH:80][C:81]([O:84][CH3:85])=[CH:82][CH:83]=2)([C:72]2[CH:73]=[CH:74][CH:75]=[CH:76][CH:77]=2)[O:10][CH2:11][CH2:12][CH2:13][CH2:14][CH2:15][C:16]([N:18]2[C:29]3[C:21](=[C:22]4[C:26](=[CH:27][CH:28]=3)[NH:25][CH:24]([C:30]([N:32]3[C:43]5[C:35](=[C:36]6[C:40](=[CH:41][CH:42]=5)[NH:39][CH:38]([C:44]([N:94]5[C:93]7[C:86](=[C:87]8[C:97](=[CH:91][CH:92]=7)[NH:90][CH:89]([C:108]([O:110][C:111]7[C:112]([F:121])=[C:113]([F:120])[C:114]([F:119])=[C:115]([F:118])[C:116]=7[F:117])=[O:109])[CH2:88]8)[CH:96]=[CH:95]5)=[O:45])[CH2:37]6)[CH:34]=[CH:33]3)=[O:31])[CH2:23]4)[CH:20]=[CH:19]2)=[O:17])=[CH:7][CH:8]=1. Procedure: Nitrophenylethyl ester 18 (1.39 g, 1.22 mol) was deprotected by treatment with 6.6 mmol of DBU in 20 mL of anhydrous DMF for 2 h at 50° C. DMF was evaporated and the residue triturated with methanol. Insoluble material was collected by filtration washed with methanol and dried under vacuum overnight. The solid was re-dissolved in 20 mL of DMF and treated with diisopropylethylamine (1.5 mL, 8.6 mmol) and pentafluorophenyl trifluoroacetate (1.0 mL, 5.8 mmol). After being stirred at room temperatur... Reactants: C(C)(C)N(CCC(C1=CC=CC=C1)C(N)=O)C(C)C (N,N-Diisopropyl-3-carbamyl-3-phenylpropanamine), C(C)O (ethanol), [N+](=O)(O)[O-] (HNO3). Yields the product C(C)(C)N(CCC(C1=CC=CC=C1)C(=O)OCC)C(C)C (N,N-Diisopropyl-3-ethoxycarbonyl-3-phenylpropanamine). As a reaction SMILES: [CH:1]([N:4]([CH:17]([CH3:19])[CH3:18])[CH2:5][CH2:6][CH:7]([C:14](=[O:16])N)[C:8]1[CH:13]=[CH:12][CH:11]=[CH:10][CH:9]=1)([CH3:3])[CH3:2].[N+]([O-])(O)=O.[CH2:24]([OH:26])[CH3:25]>>[CH:1]([N:4]([CH:17]([CH3:19])[CH3:18])[CH2:5][CH2:6][CH:7]([C:14]([O:26][CH2:24][CH3:25])=[O:16])[C:8]1[CH:13]=[CH:12][CH:11]=[CH:10][CH:9]=1)([CH3:3])[CH3:2]. Reported procedure: N,N-Diisopropyl-3-carbamyl-3-phenylpropanamine (26.5 g 0.100 mol) was added into aqueous ethanol (90%, 300 mL) containing conc. HNO3 (13.3 g, 0.21 mol) and refluxed for five days. Most of the solvent was evaporated under reduced pressure and the residue was mixed with water/diethyl ether. The organic phase was washed once with water. The combined aqueous phases were made alkaline (11 M NaOH) and extracted twice with diethyl ether. The combined organic phases were then dried (Na2SO4) and the solv... Starting materials: CCNCC, ClCCCOc1ccc(C=Cc2nc3ccccc3s2)cc1, Cl. The product is CCN(CC)CCCOc1ccc(C=Cc2nc3ccccc3s2)cc1. As a reaction SMILES: [CH2:23]([CH3:24])[NH:25][CH2:26][CH3:27].[Cl:1][CH2:2][CH2:3][CH2:4][O:5][c:6]1[cH:7][cH:8][c:9]([CH:12]=[CH:13][c:14]2[s:15][c:16]3[c:17]([n:18]2)[cH:19][cH:20][cH:21][cH:22]3)[cH:10][cH:11]1.[ClH:28]>>[CH2:2]([CH2:3][CH2:4][O:5][c:6]1[cH:7][cH:8][c:9]([CH:12]=[CH:13][c:14]2[s:15][c:16]3[c:17]([n:18]2)[cH:19][cH:20][cH:21][cH:22]3)[cH:10][cH:11]1)[N:25]([CH2:23][CH3:24])[CH2:26][CH3:27]. Reactants: CN1N=C(N=N1)C=1C=NC=CC1 (2-Methyl-5-(3-pyridyl)-2H-tetrazole), Cl (hydrogen chloride). Solvent: CC(=O)C (acetone), CCOCC (ether). Run at time 8 hour. Product: Cl.CN1N=C(N=N1)C1CNCCC1 (2-Methyl-5-(3-piperidyl)-2H-tetrazole, hydrochloride). Yield: 26.0%. As a reaction SMILES: [CH3:1][N:2]1[N:6]=[N:5][C:4]([C:7]2[CH:8]=[N:9][CH:10]=[CH:11][CH:12]=2)=[N:3]1.[ClH:13]>CC(C)=O.CCOCC>[ClH:13].[CH3:1][N:2]1[N:6]=[N:5][C:4]([CH:7]2[CH2:12][CH2:11][CH2:10][NH:9][CH2:8]2)=[N:3]1 |f:4.5|. Reported procedure: To a solution of 12 (1.93 g, 0.012 mol) in acetone (50 ml) was added hydrogen chloride in ether until acidic reaction. The precipitate was filtered off, dried, and dissolved in methanol (25 ml). 5% palladium on charcoal (0.6 g) was added, and the mixture was shaked overnight under 3 atm. of hydrogen pressure. The catalyst was filtered off and the filtrate was evaporated to dryness. Crystallization from ethanol yielded 0.63 g (0.0031 mol, 26%) of title product. M.P. 168°-172° C. Anal. (C7H14ClN5)...